Task: describe an organic reaction: reactants, conditions, products, and yield. Dataset: the Open Reaction Database (ORD), a public repository of structured organic reaction records Reaction SMILES: [Cl:1][C:2]1[C:3](F)=[C:4]([F:20])[CH:5]=[C:6]2[C:11]=1[N:10]([C@@H:12]1[CH2:14][C@@H:13]1[F:15])[CH:9]=[C:8]([C:16]([OH:18])=[O:17])[C:7]2=[O:19].[CH:22]1([NH:25][CH2:26][C@@H:27]2[C@H:31]([F:32])[CH2:30][NH:29][CH2:28]2)[CH2:24][CH2:23]1>>[Cl:1][C:2]1[C:3]([N:29]2[CH2:30][C@@H:31]([F:32])[C@@H:27]([CH2:26][NH:25][CH:22]3[CH2:23][CH2:24]3)[CH2:28]2)=[C:4]([F:20])[CH:5]=[C:6]2[C:11]=1[N:10]([C@@H:12]1[CH2:14][C@@H:13]1[F:15])[CH:9]=[C:8]([C:16]([OH:18])=[O:17])[C:7]2=[O:19]. The reactants are ClC=1C(=C(C=C2C(C(=CN(C12)[C@H]1[C@H](C1)F)C(=O)O)=O)F)F (8-chloro-6,7-difluoro-1-[(1R,2S)-2-fluorocyclopropyl]-1,4-dihydro-4-oxo-3-quinolinecarboxylic acid), C1(CC1)NC[C@H]1CNC[C@H]1F ((3R,4S)-3-cyclopropylaminomethyl-4-fluoropyrrolidine). The yield is 20.5%. Procedure details: Using 8-chloro-6,7-difluoro-1-[(1R,2S)-2-fluorocyclopropyl]-1,4-dihydro-4-oxo-3-quinolinecarboxylic acid (318 mg) and (3R,4S)-3-cyclopropylaminomethyl-4-fluoropyrrolidine (174 mg), the same procedure was followed as in Example 23 to give 8-chloro-7-[(3S,4S)-3-cyclopropylaminomethyl-4-fluoro-1-pyrrolidinyl]-6-fluoro-1-[(1R,2S)-2-fluorocyclopropyl]-1,4-dihydro-4-oxo-3-quinolinecarboxylic acid as a yellow solid (93.6 mg). Product: ClC=1C(=C(C=C2C(C(=CN(C12)[C@H]1[C@H](C1)F)C(=O)O)=O)F)N1C[C@@H]([C@@H](C1)F)CNC1CC1 (8-chloro-7-[(3S,4S)-3-cyclopropylaminomethyl-4-fluoro-1-pyrrolidinyl]-6-fluoro-1-[(1R,2S)-2-fluorocyclopropyl]-1,4-dihydro-4-oxo-3-quinolinecarboxylic acid). Reaction SMILES: [N:1]1[CH:6]=[CH:5][CH:4]=[C:3]([O:7][CH2:8][CH2:9][OH:10])[CH:2]=1.C1([O:17][S:18](=O)(=[O:20])[NH2:19])C=CC=CC=1>O1CCOCC1.C(O)(C)C.C(OC(C)C)(C)C>[N:1]1[CH:6]=[CH:5][CH:4]=[C:3]([O:7][CH2:8][CH2:9][O:10][S:18](=[O:20])(=[O:17])[NH2:19])[CH:2]=1 |f:3.4|. Conditions: time 18 hour. The solvent is O1CCOCC1 (dioxane), C(C)(C)O.C(C)(C)OC(C)C (isopropyl alcohol isopropyl ether). Procedure details: A mixture of 4.9 g (0.035 mole) of 2(3-pyridinyloxy)ethanol (Preparation 18) and 8 g (0.046 mole) of sulfamic acid phenyl ester (Example 33) in 100 ml of dioxane was heated at reflux temperatue for 20 min. and the solvent then evaporated. The residue was triturated with 250 ml of acetone, filtered, and the filtrate acidified with a solution of anhydrous hydrogen chloride in isopropyl alcohol and the sticky brown precipitate collected. The brown solid was redissolved in 125 ml of methanol and dil... Starting materials: N1=CC(=CC=C1)OCCO (2(3-pyridinyloxy)ethanol), C1(=CC=CC=C1)OS(N)(=O)=O (Sulfamic acid phenyl ester). Product: N1=CC(=CC=C1)OCCOS(N)(=O)=O (Sulfamic acid 2-(3-pyridinyloxy)ethyl ester). The product is OC(c1ccc2cccnc2c1)c1nccnc1Cl. Starting materials: O=C=O, C1CCOC1, [Li]CCCC, CC1(C)CCCC(C)(C)N1, Clc1cnccn1, [Li]c1nccnc1Cl, O=Cc1ccc2cccnc2c1. Reaction SMILES: [C:11](=[O:12])=[O:13].[CH2:46]1[O:47][CH2:48][CH2:49][CH2:50]1.[CH3:14][CH2:15][CH2:16][CH2:17][Li:18].[CH3:1][C:2]1([CH3:3])[CH2:4][CH2:5][CH2:6][C:7]([CH3:8])([CH3:9])[NH:10]1.[Cl:19][c:20]1[n:21][cH:22][cH:23][n:24][cH:25]1.[Li:38][c:39]1[c:40]([Cl:41])[n:42][cH:43][cH:44][n:45]1.[n:26]1[cH:27][cH:28][cH:29][c:30]2[cH:31][cH:32][c:33]([CH:36]=[O:37])[cH:34][c:35]12>>[Cl:19][c:20]1[n:21][cH:22][cH:23][n:24][c:25]1[CH:36]([c:33]1[cH:32][cH:31][c:30]2[cH:29][cH:28][cH:27][n:26][c:35]2[cH:34]1)[OH:37]. The reactants are C1(=CC=CC=C1)S(=O)(=O)C=1C=C2C=CC=C(C2=CC1)CN (C-(6-Benzenesulfonyl-naphthalen-1-yl)-methylamine), CSC1=NCC(N1)=O (2-methylsulfanyl-3,5-dihydro-imidazol-4-one), [OH-].[Na+] (sodium hydroxide). Run in C(C)O (ethanol). The product is C1(=CC=CC=C1)S(=O)(=O)C=1C=C2C=CC=C(C2=CC1)CNC1=NCC(N1)=O (2-[(6-benzenesulfonyl-naphthalen-1-ylmethyl)-amino]-3,5-dihydro-imidazol-4-one). Reaction SMILES: [C:1]1([S:7]([C:10]2[CH:11]=[C:12]3[C:17](=[CH:18][CH:19]=2)[C:16]([CH2:20][NH2:21])=[CH:15][CH:14]=[CH:13]3)(=[O:9])=[O:8])[CH:6]=[CH:5][CH:4]=[CH:3][CH:2]=1.CS[C:24]1[NH:28][C:27](=[O:29])[CH2:26][N:25]=1.[OH-].[Na+]>C(O)C>[C:1]1([S:7]([C:10]2[CH:11]=[C:12]3[C:17](=[CH:18][CH:19]=2)[C:16]([CH2:20][NH:21][C:24]2[NH:28][C:27](=[O:29])[CH2:26][N:25]=2)=[CH:15][CH:14]=[CH:13]3)(=[O:9])=[O:8])[CH:2]=[CH:3][CH:4]=[CH:5][CH:6]=1 |f:2.3|. Procedure details: A mixture of C-(6-Benzenesulfonyl-naphthalen-1-yl)-methylamine, 2-methylsulfanyl-3,5-dihydro-imidazol-4-one (prepared by the method reported by Chen et al., WO9736859) and sodium hydroxide in ethanol is heated to reflux, then concentrated under reduced pressure, diluted with ethyl acetate, and washed with aqueous sodium carbonate. The organic phase is dried (magnesium sulfate) and concentrated under reduced pressure to give 2-[(6-benzenesulfonyl-naphthalen-1-ylmethyl)-amino]-3,5-dihydro-imidazol... Starting materials: CCOC(=O)COc1c(C(=O)OC)sc2c1sc1c(N)cccc12, O=CC1CCCCC1. Yields the product CCOC(=O)COc1c(C(=O)OC)sc2c1sc1c(NCC3CCCCC3)cccc12. As a reaction SMILES: [CH3:9][O:10][C:11](=[O:12])[c:13]1[c:14]([O:26][CH2:27][C:28](=[O:29])[O:30][CH2:31][CH3:32])[c:15]2[c:16]([c:17]3[cH:18][cH:19][cH:20][c:21]([NH2:24])[c:22]3[s:23]2)[s:25]1.[CH:1]1([CH:7]=[O:8])[CH2:2][CH2:3][CH2:4][CH2:5][CH2:6]1>>[CH:1]1([CH2:7][NH:24][c:21]2[cH:20][cH:19][cH:18][c:17]3[c:16]4[c:15]([c:14]([O:26][CH2:27][C:28](=[O:29])[O:30][CH2:31][CH3:32])[c:13]([C:11]([O:10][CH3:9])=[O:12])[s:25]4)[s:23][c:22]32)[CH2:2][CH2:3][CH2:4][CH2:5][CH2:6]1.